describe an organic reaction: reactants, conditions, products, and yield From a dataset of the Open Reaction Database (ORD), a public repository of structured organic reaction records. The reactants are C(C)C1=C(N=C2N(C1=O)C(=CC=C2)C)C (3-ethyl-2,6-dimethyl-4-oxo-4H-pyrido(1,2-a)pyrimidine), C(C=1C(O)=CC=CC1)(=O)O (salicylic acid). Solvent: CC(=O)C (acetone), CC(=O)C (acetone). Product: C(C=1C(O)=CC=CC1)(=O)[O-].C(C)C1=C([NH+]=C2N(C1=O)C(=CC=C2)C)C (3-ethyl-2,6-dimethyl-4-oxo-4H-pyrido(1,2-a)pyrimidinium salicylate). The yield is 67.6%. Reaction SMILES: [CH2:1]([C:3]1[C:8](=[O:9])[N:7]2[C:10]([CH3:14])=[CH:11][CH:12]=[CH:13][C:6]2=[N:5][C:4]=1[CH3:15])[CH3:2].[C:16]([OH:25])(=[O:24])[C:17]1[C:18](=[CH:20][CH:21]=[CH:22][CH:23]=1)[OH:19]>CC(C)=O>[C:16]([O-:25])(=[O:24])[C:17]1[C:18](=[CH:20][CH:21]=[CH:22][CH:23]=1)[OH:19].[CH2:1]([C:3]1[C:8](=[O:9])[N:7]2[C:10]([CH3:14])=[CH:11][CH:12]=[CH:13][C:6]2=[NH+:5][C:4]=1[CH3:15])[CH3:2] |f:3.4|. Procedure: 10 g. of 3-ethyl-2,6-dimethyl-4-oxo-4H-pyrido(1,2-a)pyrimidine are dissolved in 100 ml. of acetone with heating and a solution of 7 g. of salicylic acid in 100 ml. of acetone is added. The reaction mixture is brought to a boil, then cooled. The precipitated crystals are filtered off, washed with acetone and dried. 11.5 g. (67.6%) of 3-ethyl-2,6-dimethyl-4-oxo-4H-pyrido(1,2-a)pyrimidinium salicylate are obtained, melting at 126° to 128° C. after recrystallization from ethanol. Starting materials: COC(=O)C1=CC=C2C=CNC2=C1 (indole-6-carboxylic acid methyl ester), [H-].[Al+3].[Li+].[H-].[H-].[H-] (lithium aluminum hydride). The solvent is O1CCCC1 (tetrahydrofuran). Reaction conditions: time 3 hour. The product is OCC1=CC=C2C=CNC2=C1 (6-(hydroxymethyl)indole). Yield: 95.4%. As a reaction SMILES: C[O:2][C:3]([C:5]1[CH:13]=[C:12]2[C:8]([CH:9]=[CH:10][NH:11]2)=[CH:7][CH:6]=1)=O.[H-].[Al+3].[Li+].[H-].[H-].[H-]>O1CCCC1>[OH:2][CH2:3][C:5]1[CH:13]=[C:12]2[C:8]([CH:9]=[CH:10][NH:11]2)=[CH:7][CH:6]=1 |f:1.2.3.4.5.6|. Procedure: To a solution of indole-6-carboxylic acid methyl ester (20.0 g, 114 mmol) in anhydrous tetrahydrofuran (1.6 L) stirring under nitrogen at room temperature was added carefully lithium aluminum hydride (8.7 g, 230 mmol) while purging with nitrogen. Following this addition, the reaction mixture was stirred at room temperature for 3 hours and was then cooled to 0° C. This mixture was treated sequentially with water (9 mL), 15% sodium hydroxide (9 mL), and additional water (25 mL). The resulting susp...